Dataset: the Open Reaction Database (ORD), a public repository of structured organic reaction records. Task: describe an organic reaction: reactants, conditions, products, and yield Reactants: CN1CC2CCN(c3ccc(-c4ccc(-n5ncccc5=O)cc4)cc3)C2C1, CO, ClCCl, OO. The product is C[N+]1([O-])CC2CCN(c3ccc(-c4ccc(-n5ncccc5=O)cc4)cc3)C2C1. Reaction SMILES: [CH3:1][N:2]1[CH2:3][CH:4]2[N:5]([c:10]3[cH:11][cH:12][c:13](-[c:16]4[cH:17][cH:18][c:19](-[n:22]5[n:23][cH:24][cH:25][cH:26][c:27]5=[O:28])[cH:20][cH:21]4)[cH:14][cH:15]3)[CH2:6][CH2:7][CH:8]2[CH2:9]1.[CH3:34][OH:35].[Cl:31][CH2:32][Cl:33].[OH:29][OH:30]>>[CH3:1][N+:2]1([O-:29])[CH2:3][CH:4]2[N:5]([c:10]3[cH:11][cH:12][c:13](-[c:16]4[cH:17][cH:18][c:19](-[n:22]5[n:23][cH:24][cH:25][cH:26][c:27]5=[O:28])[cH:20][cH:21]4)[cH:14][cH:15]3)[CH2:6][CH2:7][CH:8]2[CH2:9]1. The reactants are BrC1=CC=C(C=C1)CC#N ((4-bromophenyl)acetonitrile), FC(C1=NNC=2CCCCC12)(F)F (3-(trifluoromethyl)-4,5,6,7-tetrahydro-1H-indazole). Yields the product FC(C1=NN(C=2CCCCC12)C1=CC=C(C=C1)CC#N)(F)F ({4-[3-(trifluoromethyl)-4,5,6,7-tetrahydro-1H-indazol-1-yl]phenyl}acetonitrile). As a reaction SMILES: Br[C:2]1[CH:7]=[CH:6][C:5]([CH2:8][C:9]#[N:10])=[CH:4][CH:3]=1.[F:11][C:12]([F:23])([F:22])[C:13]1[C:21]2[CH2:20][CH2:19][CH2:18][CH2:17][C:16]=2[NH:15][N:14]=1>>[F:23][C:12]([F:11])([F:22])[C:13]1[C:21]2[CH2:20][CH2:19][CH2:18][CH2:17][C:16]=2[N:15]([C:2]2[CH:7]=[CH:6][C:5]([CH2:8][C:9]#[N:10])=[CH:4][CH:3]=2)[N:14]=1. Reported procedure: The title compound was prepared from (4-bromophenyl)acetonitrile and 3-(trifluoromethyl)-4,5,6,7-tetrahydro-1H-indazole using a similar procedure to that described for Example 7. The reactants are O=Cc1cc(Br)cc(F)c1O, O=C([O-])[O-], CCOC(C)=O, [Cs+], [Cs+], CI, CN(C)C=O. Product: COc1c(F)cc(Br)cc1C=O. RXN SMILES: [Br:1][c:2]1[cH:3][c:4]([F:11])[c:5]([OH:10])[c:6]([CH:7]=[O:8])[cH:9]1.[C:12](=[O:13])([O-:14])[O-:15].[CH3:25][CH2:26][O:27][C:28]([CH3:29])=[O:30].[Cs+:16].[Cs+:17].[I:18][CH3:19].[O:20]=[CH:21][N:22]([CH3:23])[CH3:24]>>[Br:1][c:2]1[cH:3][c:4]([F:11])[c:5]([O:10][CH3:12])[c:6]([CH:7]=[O:8])[cH:9]1. The reactants are OC1=NC=C(C=C1[N+](=O)[O-])C(F)(F)F (2-hydroxy-3-nitro-5-trifluoromethylpyridine), ClCC1=CC=C(C(=O)OC)C=C1 (methyl 4-chloromethylbenzoate). The reagents and catalysts are [Ag]=O (silver oxide). Run in C1(=CC=CC=C1)C (toluene). The product is [N+](=O)([O-])C=1C(=NC=C(C1)C(F)(F)F)OCC1=CC=C(C(=O)OC)C=C1 (Methyl 4-(3-nitro-5-trifluoromethylpyridine-2-yloxymethyl)benzoate). Yield: 57.4%. Reaction SMILES: [OH:1][C:2]1[C:7]([N+:8]([O-:10])=[O:9])=[CH:6][C:5]([C:11]([F:14])([F:13])[F:12])=[CH:4][N:3]=1.Cl[CH2:16][C:17]1[CH:26]=[CH:25][C:20]([C:21]([O:23][CH3:24])=[O:22])=[CH:19][CH:18]=1>C1(C)C=CC=CC=1.[Ag]=O>[N+:8]([C:7]1[C:2]([O:1][CH2:16][C:17]2[CH:26]=[CH:25][C:20]([C:21]([O:23][CH3:24])=[O:22])=[CH:19][CH:18]=2)=[N:3][CH:4]=[C:5]([C:11]([F:12])([F:14])[F:13])[CH:6]=1)([O-:10])=[O:9]. Reported procedure: To a solution of 2-hydroxy-3-nitro-5-trifluoromethylpyridine (1.0 g) in toluene (10 ml), methyl 4-chloromethylbenzoate (1.32 g) and silver oxide (1.23 g) were added in a stream of argon. The mixture was refluxed for 18 hours with heating. The reaction mixture was filtered. The filtrate was concentrated. The residue was recrystallized from ethyl acetate to give the title compound (982 mg) having the following physical data. Reactants: NCC(=O)O (glycine), C(C)C=1C=C(C=CC1)NCC(=O)OC (N-(3-Ethylphenyl)glycine, methyl ester), N(=O)[O-].[Na+] (sodium nitrite). Reagents/catalysts: [Zn] (zinc), [Zn] (zinc). Solvent: O (H2O), C(C)(=O)O (acetic acid). Reaction conditions: time 2 hour. Product: COC(CN(N)C1=CC(=CC=C1)CC)=O (Methyl[1-(3-ethylphenyl)hydrazino]acetate). Yield: 14.0%. Reaction SMILES: [NH2:1]CC(O)=O.[CH2:6]([C:8]1[CH:9]=[C:10]([NH:14][CH2:15][C:16]([O:18][CH3:19])=[O:17])[CH:11]=[CH:12][CH:13]=1)[CH3:7].N([O-])=O.[Na+]>C(O)(=O)C.O.[Zn]>[CH3:19][O:18][C:16](=[O:17])[CH2:15][N:14]([C:10]1[CH:11]=[CH:12][CH:13]=[C:8]([CH2:6][CH3:7])[CH:9]=1)[NH2:1] |f:2.3|. Procedure: To the glycine (Intermediate 38; 35 g; 0.181 mol) in acetic acid (50 ml) at -5° C. was added, dropwise, a solution of sodium nitrite (13.75 g; 0.199 mol) in H2O (10 ml). The temperature of the reaction mixture was not allowed to rise above 0°. After stirring for a further 2 h, zinc dust (26.02 g, 0.398 mol) was added portionwise, once again so as not to allow the temperature of the reaction mixture to rise above 0°. After 5 h, a further quantity of zinc dust (13.01 g, 0.199 mol) was added and th...